This data is from the Open Reaction Database (ORD), a public repository of structured organic reaction records. The task is: describe an organic reaction: reactants, conditions, products, and yield Starting materials: O=C([O-])O, CN1CCCC1=O, COc1cc(Cl)cc(C)c1N, CCC(CC)c1ccc(C#N)c2nc(Cl)n(C)c12, [Na+]. Product: CCC(CC)c1ccc(C#N)c2nc(Nc3c(C)cc(Cl)cc3OC)n(C)c12. Reaction SMILES: [C:37](=[O:38])([O-:39])[OH:40].[CH3:30][N:31]1[CH2:32][CH2:33][CH2:34][C:35]1=[O:36].[Cl:19][c:20]1[cH:21][c:22]([O:28][CH3:29])[c:23]([NH2:24])[c:25]([CH3:27])[cH:26]1.[Cl:1][c:2]1[n:3][c:4]2[c:5]([n:6]1[CH3:7])[c:8]([CH:14]([CH2:15][CH3:16])[CH2:17][CH3:18])[cH:9][cH:10][c:11]2[C:12]#[N:13].[Na+:41]>>[c:2]1([NH:24][c:23]2[c:22]([O:28][CH3:29])[cH:21][c:20]([Cl:19])[cH:26][c:25]2[CH3:27])[n:3][c:4]2[c:5]([n:6]1[CH3:7])[c:8]([CH:14]([CH2:15][CH3:16])[CH2:17][CH3:18])[cH:9][cH:10][c:11]2[C:12]#[N:13].